The task is: describe an organic reaction: reactants, conditions, products, and yield. This data is from the Open Reaction Database (ORD), a public repository of structured organic reaction records. Reactants: ( II ), BrC1=CC2=CC=CC=C2C=C1 (2-bromonaphthalene), acetyl halide, C(C)(=O)Cl (acetyl chloride), ferric chloride, [Sn](Cl)(Cl)(Cl)Cl (tin tetrachloride), B(F)(F)F (boron trifluoride), [Cl-].[Cl-].[Cl-].[Al+3] (aluminum trichloride), [N+](=O)([O-])C1=CC=CC=C1 (nitrobenzene). The reagents and catalysts are [Cl-].[Cl-].[Zn+2] (zinc dichloride). Solvent: C(Cl)Cl (methylene chloride), C(C)#N (acetonitrile), C(=S)=S (carbon disulphide), [N+](=O)([O-])C (nitromethane). Run at time 4 hour. The product is ( III ), BrC1=CC2=CC=C(C=C2C=C1)C(C)=O (2-bromo-6-acetylnaphthalene). As a reaction SMILES: [Br:1][C:2]1[CH:11]=[CH:10][C:9]2[C:4](=[CH:5][CH:6]=[CH:7][CH:8]=2)[CH:3]=1.[C:12](Cl)(=[O:14])[CH3:13].[Sn](Cl)(Cl)(Cl)Cl.B(F)(F)F.[Cl-].[Cl-].[Cl-].[Al+3].[N+](C1C=CC=CC=1)([O-])=O>[Cl-].[Cl-].[Zn+2].C(Cl)Cl.C(#N)C.C(=S)=S.[N+](C)([O-])=O>[Br:1][C:2]1[CH:11]=[CH:10][C:9]2[C:4](=[CH:5][CH:6]=[C:7]([C:12](=[O:14])[CH3:13])[CH:8]=2)[CH:3]=1 |f:4.5.6.7,9.10.11|. Reported procedure: The compound of formula (II), 2-bromonaphthalene, is reacted with about 1 to 4 molar equivalents, preferably about 1.5 molar equivalents, of an acetyl halide, preferably acetyl chloride, in the presence of about 0.1 to 15 molar equivalents, preferably about 5 to 7 molar equivalents, of a Friedel-Crafts catalyst such as ferric chloride, zinc dichloride, tin tetrachloride, boron trifluoride or preferably aluminum trichloride, in a suitable solvent such as nitromethane, carbon disulphide, acetonitr... Starting materials: [Br-], C[Mg+], CC1(C)COC(c2c(F)cc(F)cc2F)=N1, C1CCOC1. Product: Cc1cc(F)cc(F)c1C1=NC(C)(C)CO1. As a reaction SMILES: [Br-:17].[CH3:18][Mg+:19].[CH3:1][C:2]1([CH3:16])[N:3]=[C:4]([c:7]2[c:8]([F:15])[cH:9][c:10]([F:14])[cH:11][c:12]2[F:13])[O:5][CH2:6]1.[O:20]1[CH2:21][CH2:22][CH2:23][CH2:24]1>>[CH3:1][C:2]1([CH3:16])[N:3]=[C:4]([c:7]2[c:8]([CH3:18])[cH:9][c:10]([F:14])[cH:11][c:12]2[F:13])[O:5][CH2:6]1. Starting materials: C(C1=CC=CC=C1)(=O)NC1=NC(N([C@H]2[C@H](OCCCCC)[C@H](O)[C@@H](CO)O2)C=C1)=O (N4-Benzoyl-2'-O-pentylcytidine), COC=1C(=C(C(C2=CC=CC=C2)(C2=CC=CC=C2)Cl)C=CC1)OC (dimethoxytrityl chloride). Product: C(C1=CC=CC=C1)(=O)NC1=NC(N([C@H]2[C@H](OCCCCC)[C@H](O)[C@@H](COC(C3=C(C(=CC=C3)OC)OC)(C3=CC=CC=C3)C3=CC=CC=C3)O2)C=C1)=O (N4-Benzoyl-5'-O-(dimethoxytrityl)-2'-O-pentylcytidine). Isolated yield 69.5%. RXN SMILES: [C:1]([NH:9][C:10]1[CH:29]=[CH:28][N:13]([C@@H:14]2[O:27][C@H:24]([CH2:25][OH:26])[C@@H:22]([OH:23])[C@H:15]2[O:16][CH2:17][CH2:18][CH2:19][CH2:20][CH3:21])[C:12](=[O:30])[N:11]=1)(=[O:8])[C:2]1[CH:7]=[CH:6][CH:5]=[CH:4][CH:3]=1.[CH3:31][O:32][C:33]1[C:34]([O:53][CH3:54])=[C:35]([CH:50]=[CH:51][CH:52]=1)[C:36](Cl)([C:43]1[CH:48]=[CH:47][CH:46]=[CH:45][CH:44]=1)[C:37]1[CH:42]=[CH:41][CH:40]=[CH:39][CH:38]=1>>[C:1]([NH:9][C:10]1[CH:29]=[CH:28][N:13]([C@@H:14]2[O:27][C@H:24]([CH2:25][O:26][C:36]([C:43]3[CH:48]=[CH:47][CH:46]=[CH:45][CH:44]=3)([C:37]3[CH:38]=[CH:39][CH:40]=[CH:41][CH:42]=3)[C:35]3[CH:50]=[CH:51][CH:52]=[C:33]([O:32][CH3:31])[C:34]=3[O:53][CH3:54])[C@@H:22]([OH:23])[C@H:15]2[O:16][CH2:17][CH2:18][CH2:19][CH2:20][CH3:21])[C:12](=[O:30])[N:11]=1)(=[O:8])[C:2]1[CH:7]=[CH:6][CH:5]=[CH:4][CH:3]=1. Reported procedure: N4-Benzoyl-2'-O-pentylcytidine (3.0 g, 0.007 mol) was treated with dimethoxytrityl chloride (2.7 g, 1.1 eq) as per the procedure of Example 72 to give 3.5 g of pure product. Anal. Calcd. for C42H45N3O8.1/2H2O: C, 69.21; H, 6.36; N, 5.76. Found: C, 69.51; H, 6.30; N, 5.71. Reactants: ClC1=NC=C(C(=N1)NC=1C=C(C(=O)NC)C=CC1)C#N (3-(2-chloro-5-cyanopyrimidin-4-ylamino)-N-methylbenzamide), ClC1=NC(=NC=C1C#N)NC=1C=C(C(=O)NC)C=CC1 (3-(4-chloro-5-cyanopyrimidin-2-ylamino)-N-methylbenzamide), Cl.FC1=CC=C(OC2CNC2)C=C1 (3-(4-fluorophenoxy)azetidine hydrochloride), C(C)(C)N(C(C)C)CC (N,N-diisopropylethylamine). Solvent: CC(C)O (2-propanol). Conditions: temperature 84 celsius. Yields the product C(#N)C=1C(=NC(=NC1)NC=1C=C(C(=O)NC)C=CC1)N1CC(C1)OC1=CC=C(C=C1)F (3-(5-cyano-4-(3-(4-fluorophenoxy)azetidin-1-yl)pyrimidin-2-ylamino)-N-methylbenzamide), C(#N)C=1C(=NC(=NC1)N1CC(C1)OC1=CC=C(C=C1)F)NC=1C=C(C(=O)NC)C=CC1 (3-(5-cyano-2-(3-(4-fluorophenoxy)azetidin-1-yl)pyrimidin-4-ylamino)-N-methylbenzamide). As a reaction SMILES: Cl[C:2]1[N:7]=[C:6]([NH:8][C:9]2[CH:10]=[C:11]([CH:16]=[CH:17][CH:18]=2)[C:12]([NH:14][CH3:15])=[O:13])[C:5]([C:19]#[N:20])=[CH:4][N:3]=1.Cl[C:22]1[C:27]([C:28]#[N:29])=[CH:26][N:25]=[C:24]([NH:30][C:31]2[CH:32]=[C:33]([CH:38]=[CH:39][CH:40]=2)[C:34]([NH:36][CH3:37])=[O:35])[N:23]=1.Cl.[F:42][C:43]1[CH:53]=[CH:52][C:46]([O:47][CH:48]2[CH2:51][NH:50][CH2:49]2)=[CH:45][CH:44]=1.C(N(CC)C(C)C)(C)C>CC(O)C>[C:28]([C:27]1[C:22]([N:50]2[CH2:51][CH:48]([O:47][C:46]3[CH:45]=[CH:44][C:43]([F:42])=[CH:53][CH:52]=3)[CH2:49]2)=[N:23][C:24]([NH:30][C:31]2[CH:32]=[C:33]([CH:38]=[CH:39][CH:40]=2)[C:34]([NH:36][CH3:37])=[O:35])=[N:25][CH:26]=1)#[N:29].[C:19]([C:5]1[C:6]([NH:8][C:9]2[CH:10]=[C:11]([CH:16]=[CH:17][CH:18]=2)[C:12]([NH:14][CH3:15])=[O:13])=[N:7][C:2]([N:50]2[CH2:51][CH:48]([O:47][C:46]3[CH:45]=[CH:44][C:43]([F:42])=[CH:53][CH:52]=3)[CH2:49]2)=[N:3][CH:4]=1)#[N:20] |f:2.3|. Procedure details: To the reaction mixture of 3-(2-chloro-5-cyanopyrimidin-4-ylamino)-N-methylbenzamide and 3-(4-chloro-5-cyanopyrimidin-2-ylamino)-N-methylbenzamide (172.7 mg, 0.600 mmol) and 3-(4-fluorophenoxy)azetidine hydrochloride (128 mg, 0.631 mmol) in a disposable sealed tube at RT was added 2-propanol (4 mL) followed by N,N-diisopropylethylamine (0.314 mL, 1.802 mmol). The resulting reaction mixture was heated to 84° C. for 4.5 h, cooled to RT, concentrated, adsorbed onto silica gel, purified using MPLC (... Reported procedure: N,N-dimethylformamide (30 mL) was added to 4-bromo-2-fluorobenzonitrile (2000 mg), methyl 2,2-dimethyl-3-{[4-methyl-5-(4,4,5,5-tetramethyl-1,3,2-dioxaborolan-2-yl)pyridin-2-yl]oxy}propanoate (4191 mg) and palladium chloride (dppf) methylene chloride complex (408 mg), and after adding 2N aqueous sodium carbonate solution (15 mL) to the mixture, the atmosphere was replaced with nitrogen and the resulting mixture was stirred at 60° C. for 7 hours. Ethyl acetate and water were added to the reaction ... Reaction conditions: temperature 60 celsius, time 7 hour. Reactants: CN(C=O)C (N,N-dimethylformamide), BrC1=CC(=C(C#N)C=C1)F (4-bromo-2-fluorobenzonitrile), CC(C(=O)OC)(COC1=NC=C(C(=C1)C)B1OC(C(O1)(C)C)(C)C)C (methyl 2,2-dimethyl-3-{[4-methyl-5-(4,4,5,5-tetramethyl-1,3,2-dioxaborolan-2-yl)pyridin-2-yl]oxy}propanoate), C([O-])([O-])=O.[Na+].[Na+] (sodium carbonate). Solvent: O (water), C(C)(=O)OCC (Ethyl acetate). Yield: 104.8%. Product: C(#N)C1=C(C=C(C=C1)C=1C(=CC(=NC1)OCC(C(=O)OC)(C)C)C)F (methyl 3-{[5-(4-cyano-3-fluorophenyl)-4-methylpyridin-2-yl]oxy}-2,2-dimethylpropanoate). RXN SMILES: CN(C)C=O.Br[C:7]1[CH:14]=[CH:13][C:10]([C:11]#[N:12])=[C:9]([F:15])[CH:8]=1.[CH3:16][C:17]([CH3:40])([CH2:22][O:23][C:24]1[CH:29]=[C:28]([CH3:30])[C:27](B2OC(C)(C)C(C)(C)O2)=[CH:26][N:25]=1)[C:18]([O:20][CH3:21])=[O:19].C(=O)([O-])[O-].[Na+].[Na+]>O.C(OCC)(=O)C>[C:11]([C:10]1[CH:13]=[CH:14][C:7]([C:27]2[C:28]([CH3:30])=[CH:29][C:24]([O:23][CH2:22][C:17]([CH3:16])([CH3:40])[C:18]([O:20][CH3:21])=[O:19])=[N:25][CH:26]=2)=[CH:8][C:9]=1[F:15])#[N:12] |f:3.4.5|. The reactants are BrCCCCN1C(CC(CC1=O)(C)C)=O (1-(4-Bromobutyl)-4,4-dimethyl-2,6-piperidin-dione), CC(C)(C)C=1N=C(SC1)N1CCNCC1 (1-(4-(1,1-dimethylethyl)-2-thiazolyl)-piperazine), C(=O)([O-])[O-].[K+].[K+] (K2CO3), Cl (hydrochloride). The solvent is O (water), CN(C=O)C (dimethylformamide), C(C)O.CCOCC (ethanol ether), O (water). Yields the product CC1(CC(N(C(C1)=O)CCCCN1CCN(CC1)C=1SC=C(N1)C(C)(C)C)=O)C (4,4-Dimethyl-1-(4-(4-(4-(1,1-dimethylethyl)-2-thiazolyl)-1-piperazinyl)butyl)-2,6-piperidin-dione). RXN SMILES: Br[CH2:2][CH2:3][CH2:4][CH2:5][N:6]1[C:11](=[O:12])[CH2:10][C:9]([CH3:14])([CH3:13])[CH2:8][C:7]1=[O:15].[CH3:16][C:17]([C:20]1[N:21]=[C:22]([N:25]2[CH2:30][CH2:29][NH:28][CH2:27][CH2:26]2)[S:23][CH:24]=1)([CH3:19])[CH3:18].C([O-])([O-])=O.[K+].[K+].Cl>O.C(O)C.CCOCC.CN(C)C=O>[CH3:13][C:9]1([CH3:14])[CH2:10][C:11](=[O:12])[N:6]([CH2:5][CH2:4][CH2:3][CH2:2][N:28]2[CH2:29][CH2:30][N:25]([C:22]3[S:23][CH:24]=[C:20]([C:17]([CH3:19])([CH3:18])[CH3:16])[N:21]=3)[CH2:26][CH2:27]2)[C:7](=[O:15])[CH2:8]1 |f:2.3.4,7.8|. Procedure details: 4 g 1-(4-Bromobutyl)-4,4-dimethyl-2,6-piperidin-dione, 3.15 g 1-(4-(1,1-dimethylethyl)-2-thiazolyl)-piperazine, 2.7 g K2CO3, 70 ml dimethylformamide and 20 ml water are stirred at room temperature for about 35 hours. The mixture is diluted with water, extracted twice with ether, the combined extracts are washed with water, dried (Na2SO4) and evaporated. The residue is recrystallized from hexane/ethyl acetate, whereby the title compound is obtained, m.p. 93°-94°. M.p. of the hydrochloride is 199°... The reactants are [N-]=[N+]=[N-].[Na+] (sodium azide), ClC1=CC=C(C=C1)C(CN(C(OCC1=CC=CC=C1)=O)CC1=C(C=CC(=C1)C(F)(F)F)C1=C(C=CC(=C1)C(C)C)OC)O (benzyl [2-(4-chlorophenyl)-2-hydroxyethyl]{[5′-isopropyl-2′-methoxy-4-(trifluoromethyl)biphenyl-2-yl]methyl}carbamate), C(=O)(O)[O-].[Na+] (NaHCO3), C(C)(C)N(C(C)C)CC (N,N diisopropylethylamine), CS(=O)(=O)Cl (methanesulfonyl chloride). Solvent: O (H2O), C(Cl)Cl (CH2Cl2). Run at temperature 0 celsius, time 30 minute. The product is N(=[N+]=[N-])C(CN(C(OCC1=CC=CC=C1)=O)CC1=C(C=CC(=C1)C(F)(F)F)C1=C(C=CC(=C1)C(C)C)OC)C1=CC=C(C=C1)Cl (benzyl [2-azido-2-(4-chlorophenyl)ethyl]{[5′-isopropyl-2′-methoxy-4-(trifluoromethyl)biphenyl-2-yl]methyl}carbamate). As a reaction SMILES: [Cl:1][C:2]1[CH:7]=[CH:6][C:5]([CH:8](O)[CH2:9][N:10]([CH2:21][C:22]2[CH:27]=[C:26]([C:28]([F:31])([F:30])[F:29])[CH:25]=[CH:24][C:23]=2[C:32]2[CH:37]=[C:36]([CH:38]([CH3:40])[CH3:39])[CH:35]=[CH:34][C:33]=2[O:41][CH3:42])[C:11](=[O:20])[O:12][CH2:13][C:14]2[CH:19]=[CH:18][CH:17]=[CH:16][CH:15]=2)=[CH:4][CH:3]=1.C(N(CC)C(C)C)(C)C.CS(Cl)(=O)=O.C([O-])(O)=O.[Na+].[N-:63]=[N+:64]=[N-:65].[Na+]>C(Cl)Cl.O>[N:63]([CH:8]([C:5]1[CH:6]=[CH:7][C:2]([Cl:1])=[CH:3][CH:4]=1)[CH2:9][N:10]([CH2:21][C:22]1[CH:27]=[C:26]([C:28]([F:30])([F:31])[F:29])[CH:25]=[CH:24][C:23]=1[C:32]1[CH:37]=[C:36]([CH:38]([CH3:40])[CH3:39])[CH:35]=[CH:34][C:33]=1[O:41][CH3:42])[C:11](=[O:20])[O:12][CH2:13][C:14]1[CH:15]=[CH:16][CH:17]=[CH:18][CH:19]=1)=[N+:64]=[N-:65] |f:3.4,5.6|. Reported procedure: A solution of benzyl [2-(4-chlorophenyl)-2-hydroxyethyl]{[5′-isopropyl-2′-methoxy-4-(trifluoromethyl)biphenyl-2-yl]methyl}carbamate. (44 mg, 0.07 mmol) in CH2Cl2 (6 mL) was cooled to 0° C. and N,N diisopropylethylamine (63 lit, 0.36 mmol) was added followed by methanesulfonyl chloride (14 μL, 0.18 mmol). The reaction was stirred at 0° C. for 30 minutes and then poured into saturated NaHCO3 (15 mL). The resultant mixture was extracted with EtOAc (50 mL) and the organic layer was washed with brine... Starting materials: CC(C)(C)OC(=O)N1CCC(COc2cnc(-c3ccc(Br)cc3)nc2)CC1, CS(=O)O, CS(C)=O, [Na+], [Na], [OH-], O=C(O)C1CCCN1. The product is CC(C)(C)OC(=O)N1CCC(COc2cnc(-c3ccc(S(C)(=O)=O)cc3)nc2)CC1. Reaction SMILES: [Br:1][c:2]1[cH:3][cH:4][c:5](-[c:8]2[n:9][cH:10][c:11]([O:14][CH2:15][CH:16]3[CH2:17][CH2:18][N:19]([C:22](=[O:23])[O:24][C:25]([CH3:26])([CH3:27])[CH3:28])[CH2:20][CH2:21]3)[cH:12][n:13]2)[cH:6][cH:7]1.[CH3:30][S:31](=[O:32])[OH:33].[CH3:44][S:45]([CH3:46])=[O:47].[Na+:43].[Na:29].[OH-:42].[OH:34][C:35]([CH:36]1[NH:37][CH2:38][CH2:39][CH2:40]1)=[O:41]>>[c:2]1([S:31]([CH3:30])(=[O:32])=[O:33])[cH:3][cH:4][c:5](-[c:8]2[n:9][cH:10][c:11]([O:14][CH2:15][CH:16]3[CH2:17][CH2:18][N:19]([C:22](=[O:23])[O:24][C:25]([CH3:26])([CH3:27])[CH3:28])[CH2:20][CH2:21]3)[cH:12][n:13]2)[cH:6][cH:7]1.